Dataset: the Open Reaction Database (ORD), a public repository of structured organic reaction records. Task: describe an organic reaction: reactants, conditions, products, and yield Run at temperature -30 celsius, time 5 minute. Reaction SMILES: CC(C)([O-])C.[K+].[C:7]([O:17]C)(=O)[CH:8]([C:10]1[CH:15]=[CH:14][CH:13]=[CH:12][CH:11]=1)[OH:9].[C:19](=[S:21])=S.ClC(OCC)=O.[C:28]1([NH:34][NH2:35])[CH:33]=[CH:32][CH:31]=[CH:30][CH:29]=1>O1CCCC1>[C:10]1([CH:8]2[O:9][C:19](=[S:21])[N:35]([NH:34][C:28]3[CH:33]=[CH:32][CH:31]=[CH:30][CH:29]=3)[C:7]2=[O:17])[CH:11]=[CH:12][CH:13]=[CH:14][CH:15]=1 |f:0.1|. Procedure details: A stirred solution of potassium tert.-butoxide (11.22 g, 0.1 mole) in tetrahydrofuran (100 ml), held at 0° C. to -5° C., was treated portionwise with a solution of methyl mandelate (16.62 g, 0.1 mole) in tetrahydrofuran (70 ml), providing an orange-red solution. After 4 minutes carbon disulfide (6.04 ml, 0.1 mole) was added. After 5 minutes at 0° C. to -5° C., the orange solution was cooled to -30° C. and treated with ethyl chloroformate (9.5 ml, 0.1 mole). After 2 minutes the solution was warme... Starting materials: CC(C)([O-])C.[K+] (potassium tert.-butoxide), ClC(=O)OCC (ethyl chloroformate), C(C(O)C1=CC=CC=C1)(=O)OC (methyl mandelate), C1(=CC=CC=C1)NN (phenylhydrazine), C(=S)=S (carbon disulfide). Product: C1(=CC=CC=C1)C1C(N(C(O1)=S)NC1=CC=CC=C1)=O (5-Phenyl-3-(phenylamino)-2-thioxo-4-oxazolidinone). Run in O1CCCC1 (tetrahydrofuran), O1CCCC1 (tetrahydrofuran).